Dataset: the Open Reaction Database (ORD), a public repository of structured organic reaction records. Task: describe an organic reaction: reactants, conditions, products, and yield Starting materials: CO, N#CCc1ccc(C(F)(F)F)nc1, Nc1ccc2c(c1)CCCC2. The product is FC(F)(F)c1ccc(CCNc2ccc3c(c2)CCCC3)cn1. Reaction SMILES: [CH3:25][OH:26].[F:12][C:13]([c:14]1[cH:15][cH:16][c:17]([CH2:20][C:21]#[N:22])[cH:18][n:19]1)([F:23])[F:24].[cH:1]1[c:2]([NH2:11])[cH:3][cH:4][c:5]2[c:10]1[CH2:9][CH2:8][CH2:7][CH2:6]2>>[cH:1]1[c:2]([NH:11][CH2:21][CH2:20][c:17]2[cH:16][cH:15][c:14]([C:13]([F:12])([F:23])[F:24])[n:19][cH:18]2)[cH:3][cH:4][c:5]2[c:10]1[CH2:9][CH2:8][CH2:7][CH2:6]2.